Dataset: the Open Reaction Database (ORD), a public repository of structured organic reaction records. Task: describe an organic reaction: reactants, conditions, products, and yield Starting materials: ClC1=CC=NC=C1 (4-Chloropyridine), [Li+].CC(C)[N-]C(C)C (LDA), COC1=CC=C(C=O)C=C1 (4-methoxybenzaldehyde). The solvent is CO (carbinol). Yields the product ClC1=C(C=NC=C1)CC1=CC=C(C=C1)OC (4-Chloro-3-(4-methoxybenzyl)pyridine). As a reaction SMILES: [Cl:1][C:2]1[CH:7]=[CH:6][N:5]=[CH:4][CH:3]=1.[Li+].CC([N-]C(C)C)C.[CH3:16][O:17][C:18]1[CH:25]=[CH:24][C:21]([CH:22]=O)=[CH:20][CH:19]=1>CO>[Cl:1][C:2]1[CH:7]=[CH:6][N:5]=[CH:4][C:3]=1[CH2:22][C:21]1[CH:24]=[CH:25][C:18]([O:17][CH3:16])=[CH:19][CH:20]=1 |f:1.2|. Reported procedure: 4-Chloropyridine is treated sequentially with LDA (1.1 molar equivalents) and 4-methoxybenzaldehyde (1 molar equivalent). The resulting carbinol is isolated and deoxygenated with triethylsilane (10 molar equivalents) and 50% trifluoroacetic acid in methylene chloride to provide the title compound.